Task: describe an organic reaction: reactants, conditions, products, and yield. Dataset: the Open Reaction Database (ORD), a public repository of structured organic reaction records As a reaction SMILES: [CH3:1][N:2]1[C:3](=[O:25])[C:4]2([CH2:5][O:6][c:7]3[cH:8][c:9]4[c:10]([cH:15][c:16]32)[O:11][CH2:12][CH2:13][O:14]4)[c:17]2[c:18]([C:23]#[N:24])[cH:19][cH:20][cH:21][c:22]21.[CH3:34][CH2:35][OH:36].[Na+:26].[Na+:27].[O-:28][C:29](=[O:30])[O-:31].[OH:32][OH:33]>>[CH3:1][N:2]1[C:3](=[O:25])[C:4]2([CH2:5][O:6][c:7]3[cH:8][c:9]4[c:10]([cH:15][c:16]32)[O:11][CH2:12][CH2:13][O:14]4)[c:17]2[c:18]([C:23]([NH2:24])=[O:28])[cH:19][cH:20][cH:21][c:22]21. Yields the product CN1C(=O)C2(COc3cc4c(cc32)OCCO4)c2c(C(N)=O)cccc21. Starting materials: CN1C(=O)C2(COc3cc4c(cc32)OCCO4)c2c(C#N)cccc21, CCO, [Na+], [Na+], O=C([O-])[O-], OO. The reactants are ClC1=C(C=CC=C1)S(=O)(=O)NC(=S)NC1=NC(=CC(=N1)OC)C (N-(2-chlorophenylsulfonyl)-N'-(4-methoxy-6-methyl-2-pyrimidinyl) thiourea), BrBr (bromine), ice water. The solvent is N1=CC=CC=C1 (pyridine). Run at time 1.5 hour. The product is ClC1=C(C=CC=C1)S(=O)(=O)N=C1N=C2N(C(=CC(=N2)OC)C)S1 (2-(2-chlorophenylsulfonyl)imino-5-methoxy-7-methyl-2H-[1,2,4]-thiadiazolo [2,3-a]pyrimidine). Yield: 70.4%. As a reaction SMILES: [Cl:1][C:2]1[CH:7]=[CH:6][CH:5]=[CH:4][C:3]=1[S:8]([NH:11][C:12]([NH:14][C:15]1[N:20]=[C:19]([O:21][CH3:22])[CH:18]=[C:17]([CH3:23])[N:16]=1)=[S:13])(=[O:10])=[O:9].BrBr>N1C=CC=CC=1>[Cl:1][C:2]1[CH:7]=[CH:6][CH:5]=[CH:4][C:3]=1[S:8]([N:11]=[C:12]1[S:13][N:16]2[C:17]([CH3:23])=[CH:18][C:19]([O:21][CH3:22])=[N:20][C:15]2=[N:14]1)(=[O:10])=[O:9]. Procedure details: A solution of 2.0 g of N-(2-chlorophenylsulfonyl)-N'-(4-methoxy-6-methyl-2-pyrimidinyl) thiourea in 30 ml of pyridine is cooled to -6° C.~-8° C., to which 0.9 g of bromine is dropwise added. After stirring for 1.5 hours, at the same temperature, the reaction mixture is poured into 150 ml of ice water and the precipitate is collected by filtration. It is then washed with water, dried, and recrystallized from acetonitrile to give 1.4 g of title compound as white needles. mp 191°~192° C. (decomp.) The reactants are CN1CCCC1=O, Clc1cc(-c2cccnc2)nc(-c2ccccn2)n1, [K+], [K+], O=C([O-])[O-], NCCc1cccc2[nH]ccc12. The product is c1ccc(-c2nc(NCCc3cccc4[nH]ccc34)cc(-c3cccnc3)n2)nc1. Reaction SMILES: [CH3:38][N:39]1[CH2:40][CH2:41][CH2:42][C:43]1=[O:44].[Cl:1][c:2]1[n:3][c:4](-[c:14]2[n:15][cH:16][cH:17][cH:18][cH:19]2)[n:5][c:6](-[c:8]2[cH:9][n:10][cH:11][cH:12][cH:13]2)[cH:7]1.[K+:32].[K+:33].[O-:34][C:35]([O-:36])=[O:37].[nH:20]1[cH:21][cH:22][c:23]2[c:24]([CH2:29][CH2:30][NH2:31])[cH:25][cH:26][cH:27][c:28]12>>[c:2]1([NH:31][CH2:30][CH2:29][c:24]2[c:23]3[cH:22][cH:21][nH:20][c:28]3[cH:27][cH:26][cH:25]2)[n:3][c:4](-[c:14]2[n:15][cH:16][cH:17][cH:18][cH:19]2)[n:5][c:6](-[c:8]2[cH:9][n:10][cH:11][cH:12][cH:13]2)[cH:7]1. Starting materials: NC=1C(=NC=CC1)Cl (3-amino-2-chloropyridine), COC=C1C(OC(OC1=O)(C)C)=O (5-(methoxymethylene)-2,2-dimethyl-1,3-dioxane-4,6-dione). The solvent is C(C)(C)O (isopropanol). Yields the product ClC1=NC=CC=C1NC=C1C(OC(OC1=O)(C)C)=O (5-((2-chloropyridin-3-ylamino)methylene)-2,2-dimethyl-1,3-dioxane-4,6-dione). Yield: 89.9%. RXN SMILES: [NH2:1][C:2]1[C:3]([Cl:8])=[N:4][CH:5]=[CH:6][CH:7]=1.CO[CH:11]=[C:12]1[C:17](=[O:18])[O:16][C:15]([CH3:20])([CH3:19])[O:14][C:13]1=[O:21]>C(O)(C)C>[Cl:8][C:3]1[C:2]([NH:1][CH:11]=[C:12]2[C:13](=[O:21])[O:14][C:15]([CH3:19])([CH3:20])[O:16][C:17]2=[O:18])=[CH:7][CH:6]=[CH:5][N:4]=1. Procedure details: A suspension of 3-amino-2-chloropyridine (17.6 g) and 5-(methoxymethylene)-2,2-dimethyl-1,3-dioxane-4,6-dione (25.5 g) in isopropanol (274 ml) was heated to reflux for 5 minutes. After cooling, the deposit was filtrated to obtain 5-((2-chloropyridin-3-ylamino)methylene)-2,2-dimethyl-1,3-dioxane-4,6-dione (34.8 g). The obtained 5-((2-chloropyridin-3-ylamino)methylene)-2,2-dimethyl-1,3-dioxane-4,6-di one (8.2 g) was gradually added to Dowtherm heated to 220° C., and the mixture was heated at 220° ... Yields the product C(C=C)[C@@H]1C(N([C@@H]([C@H](C1)C1=CC(=CC=C1)Cl)C1=CC=C(C=C1)Cl)CC1CC1)=O ((3S,5R,6S)-3-allyl-5-(3-chlorophenyl)-6-(4-chlorophenyl)-1-(cyclopropylmethyl)piperidin-2-one). Reactants: ClC=1C=C(C=CC1)[C@H]1CCC(N([C@@H]1C1=CC=C(C=C1)Cl)CC1CC1)=O ((5R,6S)-5-(3-chlorophenyl)-6-(4-chlorophenyl)-1-(cyclopropylmethyl)piperidin-2-one), C(C=C)Br (allyl bromide), C[Si](C)(C)[N-][Si](C)(C)C.[Li+] (lithium bis(trimethylsilyl) amide). Procedure: To a solution of (5R,6S)-5-(3-chlorophenyl)-6-(4-chlorophenyl)-1-(cyclopropylmethyl)piperidin-2-one (1481 mg, 3957 μmol; Example 35, Step A) and allyl bromide (360 μl, 4155 μmol) in THF (16 mL, 0.25 M) was added dropwise lithium bis(trimethylsilyl) amide (1M solution in THF, 4352 μl, 4352 μmol) at −78° C. Run in C1CCOC1 (THF). RXN SMILES: [Cl:1][C:2]1[CH:3]=[C:4]([C@@H:8]2[C@@H:13]([C:14]3[CH:19]=[CH:18][C:17]([Cl:20])=[CH:16][CH:15]=3)[N:12]([CH2:21][CH:22]3[CH2:24][CH2:23]3)[C:11](=[O:25])[CH2:10][CH2:9]2)[CH:5]=[CH:6][CH:7]=1.[CH2:26](Br)[CH:27]=[CH2:28].C[Si]([N-][Si](C)(C)C)(C)C.[Li+]>C1COCC1>[CH2:28]([C@H:10]1[CH2:9][C@H:8]([C:4]2[CH:5]=[CH:6][CH:7]=[C:2]([Cl:1])[CH:3]=2)[C@@H:13]([C:14]2[CH:15]=[CH:16][C:17]([Cl:20])=[CH:18][CH:19]=2)[N:12]([CH2:21][CH:22]2[CH2:24][CH2:23]2)[C:11]1=[O:25])[CH:27]=[CH2:26] |f:2.3|. Starting materials: ester, C=CC1=CC=CC=C1 (styrene), S(O)(O)(=O)=O (sulphuric acid), C(=C)C1=C(C=CC=C1)C=C (divinyl benzene), C(C)(=O)OC(C)=O (acetic acid anhydride), OCN1C(C=2C(C1=O)=CC=CC2)=O (N-hydroxymethyl phthalimide), ClC(C)Cl (dichlorethane). Conditions: time 20 hour. Yields the product N[C@@H](C(C)C)C(=O)O (Val), Cl (hydrochloric acid). Reaction SMILES: OC[N:3]1C(=O)C2=CC=CC=C2C1=O.C([O:17][C:18](=[O:20])[CH3:19])(=O)C.[CH2:21]=[CH:22][C:23]1C=CC=CC=1.C(C1C=CC=CC=1C=C)=C.S(=O)(=O)(O)O.[Cl:44]C(Cl)C>>[NH2:3][C@H:19]([C:18]([OH:17])=[O:20])[CH:22]([CH3:23])[CH3:21].[ClH:44]. Procedure: 700 g of N-hydroxymethyl phthalimide, dissolved in 2400 g of dichlorethane, are heated for 5 hours to reflux temperatures with 454 g of acetic acid anhydride. 300 g of a styrene polymer crosslinked with 6 % of divinyl benzene are swollen in this ester solution over a period of 30 minutes at 60° C. 400 g of concentrated sulphuric acid are then added dropwise over a period of 4 hours at reflux temperature. After stirring for 20 hours at the same temperature, the polymer is filtered off under sucti... As a reaction SMILES: [CH2:1]([c:2]1[cH:3][cH:4][cH:5][cH:6][cH:7]1)[O:8][c:9]1[c:10]([N:25]2[CH2:26][C:27](=[O:38])[N:28]([CH2:32][CH2:33][Si:34]([CH3:35])([CH3:36])[CH3:37])[S:29]2(=[O:30])=[O:31])[cH:11][cH:12][c:13]([CH2:15][c:16]2[c:17]([CH2:22][O:23][CH3:24])[cH:18][cH:19][cH:20][cH:21]2)[cH:14]1.[CH3:45][CH2:46][O:47][C:48]([CH3:49])=[O:50].[ClH:39].[O:40]=[CH:41][N:42]([CH3:43])[CH3:44].[OH2:51]>>[CH2:1]([c:2]1[cH:3][cH:4][cH:5][cH:6][cH:7]1)[O:8][c:9]1[c:10]([N:25]2[CH2:26][C:27](=[O:38])[NH:28][S:29]2(=[O:30])=[O:31])[cH:11][cH:12][c:13]([CH2:15][c:16]2[c:17]([CH2:22][O:23][CH3:24])[cH:18][cH:19][cH:20][cH:21]2)[cH:14]1. Product: COCc1ccccc1Cc1ccc(N2CC(=O)NS2(=O)=O)c(OCc2ccccc2)c1. Reactants: COCc1ccccc1Cc1ccc(N2CC(=O)N(CC[Si](C)(C)C)S2(=O)=O)c(OCc2ccccc2)c1, CCOC(C)=O, Cl, CN(C)C=O, O. Starting materials: solution, Cl (hydrogen chloride), C(C)C1=NC2=C(C=CC=C2C=C1C)[C@H](CO)N(CC)CC ((+)-2-ethyl-3-methyl-8-(1(R)-diethylamino-2-hydroxyethyl)quinoline). Solvent: C(C)(C)O (isopropanol). Product: Cl.C(C)C1=NC2=C(C=CC=C2C=C1C)[C@H](CO)N(CC)CC ((+)-2-ethyl-3-methyl-8-(1(R)-diethylamino-2-hydroxyethyl)quinoline hydrochloride). Reaction SMILES: [ClH:1].[CH2:2]([C:4]1[C:13]([CH3:14])=[CH:12][C:11]2[C:6](=[C:7]([C@@H:15]([N:18]([CH2:21][CH3:22])[CH2:19][CH3:20])[CH2:16][OH:17])[CH:8]=[CH:9][CH:10]=2)[N:5]=1)[CH3:3]>C(O)(C)C>[ClH:1].[CH2:2]([C:4]1[C:13]([CH3:14])=[CH:12][C:11]2[C:6](=[C:7]([C@@H:15]([N:18]([CH2:21][CH3:22])[CH2:19][CH3:20])[CH2:16][OH:17])[CH:8]=[CH:9][CH:10]=2)[N:5]=1)[CH3:3] |f:3.4|. Procedure details: One equivalent of 0.1 N solution of hydrogen chloride in isopropanol is added to 250 mg of (+)-2-ethyl-3-methyl-8-(1(R)-diethylamino-2-hydroxyethyl)quinoline. The isopropanol is evaporated off and the product is recrystallized from acetone. 0.20 g of (+)-2-ethyl-3-methyl-8-(1(R)-diethylamino-2-hydroxyethyl)quinoline hydrochloride is obtained in the form of a white solid—m.p.: 1870° C. [α]D20=+2.01°(C=1, methanol).